Task: describe an organic reaction: reactants, conditions, products, and yield. Dataset: the Open Reaction Database (ORD), a public repository of structured organic reaction records The reactants are BrCCCOC1CCCCO1, CC(C)(C)[O-], [K+], C1CCOC1, Cc1cc(C)cc(CC(NC2=NCCS2)c2cccc(Cl)c2Cl)c1. Product: Cc1cc(C)cc(CC(N=C2SCCN2CCCOC2CCCCO2)c2cccc(Cl)c2Cl)c1. As a reaction SMILES: [Br:31][CH2:32][CH2:33][CH2:34][O:35][CH:36]1[O:37][CH2:38][CH2:39][CH2:40][CH2:41]1.[C:25]([O-:26])([CH3:27])([CH3:28])[CH3:29].[K+:30].[O:42]1[CH2:43][CH2:44][CH2:45][CH2:46]1.[S:1]1[C:2]([NH:6][CH:7]([CH2:8][c:9]2[cH:10][c:11]([CH3:16])[cH:12][c:13]([CH3:15])[cH:14]2)[c:17]2[c:18]([Cl:24])[c:19]([Cl:23])[cH:20][cH:21][cH:22]2)=[N:3][CH2:4][CH2:5]1>>[S:1]1[C:2](=[N:6][CH:7]([CH2:8][c:9]2[cH:10][c:11]([CH3:16])[cH:12][c:13]([CH3:15])[cH:14]2)[c:17]2[c:18]([Cl:24])[c:19]([Cl:23])[cH:20][cH:21][cH:22]2)[N:3]([CH2:32][CH2:33][CH2:34][O:35][CH:36]2[O:37][CH2:38][CH2:39][CH2:40][CH2:41]2)[CH2:4][CH2:5]1. Starting materials: C=O (Paraformaldehyde), C(C)NCC (diethylamine), C(P(OCC)(OCC)=O)P(OCC)(OCC)=O (methylene bisphosphonic acid, tetraethyl ester). The solvent is CO (methanol). Yields the product C(C)OP(OCC)(=O)C(=C)P(OCC)(OCC)=O (Ethenylidene Bisphosphonic Acid Tetraethyl Ester). RXN SMILES: C=O.[CH2:3](NCC)C.[CH2:8]([P:17](=[O:24])([O:21][CH2:22][CH3:23])[O:18][CH2:19][CH3:20])[P:9](=[O:16])([O:13][CH2:14][CH3:15])[O:10][CH2:11][CH3:12]>CO>[CH2:22]([O:21][P:17]([C:8]([P:9](=[O:16])([O:13][CH2:14][CH3:15])[O:10][CH2:11][CH3:12])=[CH2:3])(=[O:24])[O:18][CH2:19][CH3:20])[CH3:23]. Reported procedure: Paraformaldehyde (104.2 g) and diethylamine (50.8 g) are combined in methanol (2 1), warmed until clear, then treated with methylene bisphosphonic acid, tetraethyl ester (190.09 g) and refluxed for 18 hrs. The sample is then concentrated, methanol added, the methanol removed by heat and reduced pressure, toluene is added and removed by heat and reduced pressure. The residue is dissolved in toluene (1 1), treated with p-TSA (0.5 g) and refluxed through a Dean Stark trap for 18 hrs. The sample is ...